This data is from the Open Reaction Database (ORD), a public repository of structured organic reaction records. The task is: describe an organic reaction: reactants, conditions, products, and yield Reactants: C([O-])(O)=O.[Na+] (sodium bicarbonate), C(C)OC(C(C(O)C1=CC=C(C=C1)OCC1=CC=CC=C1)(C)C)=O (3-(4-benzyloxy-phenyl)-3-hydroxy-2,2-dimethyl-propionic acid ethyl ester), boron trifluoride diethylether, C(C)[SiH](CC)CC (Triethylsilane). Solvent: C(Cl)Cl (DCM). Conditions: time 2 hour. Product: C(C)OC(C(CC1=CC=C(C=C1)OCC1=CC=CC=C1)(C)C)=O (3-(4-benzyloxy-phenyl)-2,2-dimethyl-propionic acid ethyl ester). Yield: 93.9%. Reaction SMILES: [CH2:1]([O:3][C:4](=[O:24])[C:5]([CH3:23])([CH3:22])[CH:6]([C:8]1[CH:13]=[CH:12][C:11]([O:14][CH2:15][C:16]2[CH:21]=[CH:20][CH:19]=[CH:18][CH:17]=2)=[CH:10][CH:9]=1)O)[CH3:2].C([SiH](CC)CC)C.C(=O)(O)[O-].[Na+]>C(Cl)Cl>[CH2:1]([O:3][C:4](=[O:24])[C:5]([CH3:23])([CH3:22])[CH2:6][C:8]1[CH:13]=[CH:12][C:11]([O:14][CH2:15][C:16]2[CH:21]=[CH:20][CH:19]=[CH:18][CH:17]=2)=[CH:10][CH:9]=1)[CH3:2] |f:2.3|. Procedure: 3-(4-Benzyloxy-phenyl)-3-hydroxy-2,2-dimethyl-propionic acid ethyl ester (1.5 g, 4.57 mmol) obtained in Step B was dissolved in DCM (20 mL). Triethylsilane (0.81 mL, 5.03 mmol) was added thereto, and the reactant was cooled to 0˜5° C. After boron trifluoride diethylether (0.62 mL, 5.03 mmol) was added thereto at 0˜5° C., the mixture was heated to room temperature and stirred for 2 hours. Saturated sodium bicarbonate was added thereto, and the reactant was stirred. The separated organic layer was... Reactants: C(C)(C)(C)OC(C1=CC(=NC(=C1)CC(C)C)Cl)=O (2-chloro-6-isobutylisonicotinic acid tert.-butyl ester). Run in Cl (HCl), O1CCOCC1 (dioxane). Yields the product Cl.ClC=1C=C(C(=O)O)C=C(N1)CC(C)C (2-chloro-6-isobutylisonicotinic acid hydrochloride). Yield: 102.8%. RXN SMILES: C([O:5][C:6](=[O:18])[C:7]1[CH:12]=[C:11]([CH2:13][CH:14]([CH3:16])[CH3:15])[N:10]=[C:9]([Cl:17])[CH:8]=1)(C)(C)C>Cl.O1CCOCC1>[ClH:17].[Cl:17][C:9]1[CH:8]=[C:7]([CH:12]=[C:11]([CH2:13][CH:14]([CH3:16])[CH3:15])[N:10]=1)[C:6]([OH:18])=[O:5] |f:3.4|. Procedure: A solution of 2-chloro-6-isobutylisonicotinic acid tert.-butyl ester (1.70 g, 6.3 mmol) in 4 N HCl in dioxane (50 mL) is stirred at 60° C. for 30 h. The solvent is evaporated and the crude product is purified by MPLC on silica gel (heptane:EA gradient) to give 2-chloro-6-isobutylisonicotinic acid hydrochloride (0.81 g) as a beige resin; LC-MS: tR=0.89 min, [M+1]+=214.02. Starting materials: ClCl (chlorine), C25H25Cl2N5O5, ClC1=C(C(=O)O)C=CC(=C1)C(=O)NC(C)C1=NC2=C(N1)C=CC(=C2)Cl (rac.-2-chloro-4-{N-[1-(5-chloro-1H-benzimidazol-2-yl)ethyl]aminocarbonyl}benzoic acid), CN(C)C(=[N+](C)C)ON1C2=C(C=CC=C2)N=N1.[B-](F)(F)(F)F (TBTU), C(C)(C)N(CC)C(C)C (diisopropylethylamine), C(C)OC(=O)CC1C(NCCN1)=O (3-(ethoxycarbo-nylmethyl)piperazin-2-one). The solvent is ClCCl.C(C)O (dichloromethane ethanol), CN(C)C=O (DMF). The product is ClC=1C=C(C(=O)NC(C)C2=NC3=C(N2)C=CC(=C3)Cl)C=CC1C(=O)N1C(C(NCC1)=O)CC(=O)OCC (3-chloro-N-[1-(5-chloro-1H-benzimidazol-2-yl)ethyl]-4-(2-ethoxycarbonylmethyl-3-oxopiperazin-1-ylcarbonyl)benzamide). Isolated yield 37.0%. Reaction SMILES: [Cl:1][C:2]1[CH:10]=[C:9]([C:11]([NH:13][CH:14]([C:16]2[NH:20][C:19]3[CH:21]=[CH:22][C:23]([Cl:25])=[CH:24][C:18]=3[N:17]=2)[CH3:15])=[O:12])[CH:8]=[CH:7][C:3]=1[C:4]([OH:6])=O.CN(C(ON1N=NC2C=CC=CC1=2)=[N+](C)C)C.[B-](F)(F)(F)F.C(N(C(C)C)CC)(C)C.[CH2:57]([O:59][C:60]([CH2:62][CH:63]1[NH:68][CH2:67][CH2:66][NH:65][C:64]1=[O:69])=[O:61])[CH3:58].ClCl>CN(C=O)C.ClCCl.C(O)C>[Cl:1][C:2]1[CH:10]=[C:9]([CH:8]=[CH:7][C:3]=1[C:4]([N:68]1[CH2:67][CH2:66][NH:65][C:64](=[O:69])[CH:63]1[CH2:62][C:60]([O:59][CH2:57][CH3:58])=[O:61])=[O:6])[C:11]([NH:13][CH:14]([C:16]1[NH:20][C:19]2[CH:21]=[CH:22][C:23]([Cl:25])=[CH:24][C:18]=2[N:17]=1)[CH3:15])=[O:12] |f:1.2,7.8|. Reported procedure: Prepared analogously to Example 1g from rac.-2-chloro-4-{N-[1-(5-chloro-1H-benzimidazol-2-yl)ethyl]aminocarbonyl}benzoic acid, TBTU, diisopropylethylamine, and 3-(ethoxycarbo-nylmethyl)piperazin-2-one in DMF. Yield: 37%; Rf value: 0.49 (silica gel; dichloromethane/ethanol=10:1); C25H25Cl2N5O5 (546.41); mass spectrum: (M+H)+=546/548/550 (chlorine isotope). Reactants: BrC1=CC=C(C=C1)CC(=O)O (4-Bromophenylacetic acid), S(=O)(Cl)Cl (thionyl chloride), C (charcoal). The solvent is CN(C)C=O (DMF). Run at temperature 50 celsius. Yields the product BrC1=CC=C(C=C1)CC(=O)Cl (4-bromophenylacetyl chloride). RXN SMILES: [Br:1][C:2]1[CH:7]=[CH:6][C:5]([CH2:8][C:9]([OH:11])=O)=[CH:4][CH:3]=1.S(Cl)([Cl:14])=O.C>CN(C=O)C>[Br:1][C:2]1[CH:7]=[CH:6][C:5]([CH2:8][C:9]([Cl:14])=[O:11])=[CH:4][CH:3]=1. Procedure details: 4-Bromophenylacetic acid (100 g, 0.465 mol), thionyl chloride (300 mL) and DMF (about 2 mL) are charged to a 1-liter round bottom 3-necked flask equipped with a reflux condenser and a mechanical stirrer. The reaction mixture is heated under nitrogen to 50° C. for 2 hours, using a charcoal scrubber for escaping gases. The thionyl chloride is evaporated and the product, 4-bromophenylacetyl chloride, is put into an addition funnel with benzene (30 mL). The reactants are CC1OC(CN(C1)CC1=NN(C=C1)C1=C(C(=O)[O-])C=CC=N1)C.[Na+] (sodium 2-(3-((2,6-dimethylmorpholino)methyl)-1H-pyrazol-1-yl)nicotinate), NC(C(C(=O)N)O)CC1=CC=CC=C1 (3-amino-2-hydroxy-4-phenylbutanamide). Product: NC(C(C(CC1=CC=CC=C1)NC(C1=C(N=CC=C1)N1N=C(C=C1)CN1CC(OC(C1)C)C)=O)O)=O (N-(4-Amino-3-hydroxy-4-oxo-1-phenylbutan-2-yl)-2-(3-((2,6-dimethyl-morpholino)methyl)-1H-pyrazol-1-yl)nicotinamide). Isolated yield 83.3%. Reaction SMILES: [CH3:1][CH:2]1[CH2:7][N:6]([CH2:8][C:9]2[CH:13]=[CH:12][N:11]([C:14]3[N:22]=[CH:21][CH:20]=[CH:19][C:15]=3[C:16]([O-:18])=O)[N:10]=2)[CH2:5][CH:4]([CH3:23])[O:3]1.[Na+].[NH2:25][CH:26]([CH2:32][C:33]1[CH:38]=[CH:37][CH:36]=[CH:35][CH:34]=1)[CH:27]([OH:31])[C:28]([NH2:30])=[O:29]>>[NH2:30][C:28](=[O:29])[CH:27]([OH:31])[CH:26]([NH:25][C:16](=[O:18])[C:15]1[CH:19]=[CH:20][CH:21]=[N:22][C:14]=1[N:11]1[CH:12]=[CH:13][C:9]([CH2:8][N:6]2[CH2:7][CH:2]([CH3:1])[O:3][CH:4]([CH3:23])[CH2:5]2)=[N:10]1)[CH2:32][C:33]1[CH:34]=[CH:35][CH:36]=[CH:37][CH:38]=1 |f:0.1|. Reported procedure: Coupling of sodium 2-(3-((2,6-dimethylmorpholino)methyl)-1H-pyrazol-1-yl)nicotinate (400 mg, 0.946 mmol) and 3-amino-2-hydroxy-4-phenylbutanamide (220 mg, 1.135 mmol) according to the procedure described for example 1.3 and work-up gave 448 mg of the crude product, which further purified by treatment with a mixture of 30 mL of n-pentane/MTB (10 mL). Filtration and drying gave 388 mg of amorphous white solid; ESI-MS [M+H]+: 493.2. The reactants are CC(C)(C)c1cc(F)c2c(=O)n(-c3cccc(Cl)c3CO)ncc2c1, O=C([O-])[O-], Cn1cc(B2OC(C)(C)C(C)(C)O2)cc(Nc2ccc(C(=O)N3CCOCC3)cn2)c1=O, C1CCC(P(C2CCCCC2)C2CCCCC2)CC1, [K+], [K+]. Yields the product Cn1cc(-c2cccc(-n3ncc4cc(C(C)(C)C)cc(F)c4c3=O)c2CO)cc(Nc2ccc(C(=O)N3CCOCC3)cn2)c1=O. RXN SMILES: [C:33]([CH3:34])([CH3:35])([CH3:36])[c:37]1[cH:38][c:39]2[cH:40][n:41][n:42](-[c:49]3[c:50]([CH2:56][OH:57])[c:51]([Cl:55])[cH:52][cH:53][cH:54]3)[c:43](=[O:48])[c:44]2[c:45]([F:47])[cH:46]1.[C:58](=[O:59])([O-:60])[O-:61].[CH3:1][n:2]1[c:3](=[O:32])[c:4]([NH:17][c:18]2[n:19][cH:20][c:21]([C:24](=[O:25])[N:26]3[CH2:27][CH2:28][O:29][CH2:30][CH2:31]3)[cH:22][cH:23]2)[cH:5][c:6]([B:8]2[O:9][C:10]([CH3:11])([CH3:12])[C:13]([CH3:14])([CH3:15])[O:16]2)[cH:7]1.[CH:64]1([P:65]([CH:66]2[CH2:67][CH2:68][CH2:69][CH2:70][CH2:71]2)[CH:72]2[CH2:73][CH2:74][CH2:75][CH2:76][CH2:77]2)[CH2:78][CH2:79][CH2:80][CH2:81][CH2:82]1.[K+:62].[K+:63]>>[CH3:1][n:2]1[c:3](=[O:32])[c:4]([NH:17][c:18]2[n:19][cH:20][c:21]([C:24](=[O:25])[N:26]3[CH2:27][CH2:28][O:29][CH2:30][CH2:31]3)[cH:22][cH:23]2)[cH:5][c:6](-[c:51]2[c:50]([CH2:56][OH:57])[c:49](-[n:42]3[n:41][cH:40][c:39]4[cH:38][c:37]([C:33]([CH3:34])([CH3:35])[CH3:36])[cH:46][c:45]([F:47])[c:44]4[c:43]3=[O:48])[cH:54][cH:53][cH:52]2)[cH:7]1. Reactants: BrC1=CC(=C(N)C=C1F)F (4-bromo-2,5-difluoroaniline), ClC(Cl)(OC(OC(Cl)(Cl)Cl)=O)Cl (triphosgene), C1(CC1)C(=O)N1C[C@@H](CC1)CC(=O)NN (2-[(3S)-1-(cyclopropylcarbonyl)-3-pyrrolidinyl]acetohydrazide), CCN(C(C)C)C(C)C (Hunig's base). Solvent: ClCCl (dichloromethane), ClCCl (Dichloromethane). Reaction conditions: temperature -78 celsius. The product is BrC1=CC(=C(C=C1F)NC(=O)NNC(C[C@H]1CN(CC1)C(=O)C1CC1)=O)F (N-(4-bromo-2,5-difluorophenyl)-2-{[(3S)-1-(cyclopropylcarbonyl)-3-pyrrolidinyl]acetyl}hydrazinecarboxamide). RXN SMILES: [Br:1][C:2]1[C:8]([F:9])=[CH:7][C:5]([NH2:6])=[C:4]([F:10])[CH:3]=1.Cl[C:12](Cl)([O:14]C(=O)OC(Cl)(Cl)Cl)Cl.CCN(C(C)C)C(C)C.[CH:32]1([C:35]([N:37]2[CH2:41][CH2:40][C@@H:39]([CH2:42][C:43]([NH:45][NH2:46])=[O:44])[CH2:38]2)=[O:36])[CH2:34][CH2:33]1>ClCCl>[Br:1][C:2]1[C:8]([F:9])=[CH:7][C:5]([NH:6][C:12]([NH:46][NH:45][C:43](=[O:44])[CH2:42][C@@H:39]2[CH2:40][CH2:41][N:37]([C:35]([CH:32]3[CH2:34][CH2:33]3)=[O:36])[CH2:38]2)=[O:14])=[C:4]([F:10])[CH:3]=1. Procedure details: To a round bottom flask, 4-bromo-2,5-difluoroaniline (2 g, 9.62 mmol) and triphosgene (0.999 g, 3.37 mmol) were added under nitrogen and the mixture was cooled to −78° C. Dichloromethane (40 mL) was added followed by the slow addition of Hunig's base (3.36 mL, 19.23 mmol). The reaction was allowed to room temperature. Analysis by LCMS indicated desired intermediate formation. The solution was re-cooled to −78° C. and 2-[(3S)-1-(cyclopropylcarbonyl)-3-pyrrolidinyl]acetohydrazide (1.219 g, 5.77 mm... Product: N(=[N+]=[N-])CC1=C(C=CC(=C1)Cl)C(C(F)F)NC1=CC=C(C=C1)OC (N-{1-[2-(azidomethyl)-4-chlorophenyl]-2,2-difluoroethyl}-N-(4-methoxyphenyl)amine). Yield: 97.9%. The solvent is C1CCOC1 (THF). Reported procedure: DBU (0.20 mL, 1.34 mmol) was added to a stirred solution of (5-chloro-2-{2,2-difluoro-1-[(4-methoxyphenyl)amino]ethyl}phenyl)methanol (0.439 g, 1.34 mmol) and DPPA (0.29 mL, 1.34 mmol) in THF (1.7 mL) at 0° C. and the mixture was warmed to ambient temperature. After 3 h the solution was partitioned between EtOAc (20 mL) and water (10 mL). The EtOAc layer was washed with 1M NaOH (10 mL) and brine (10 mL), dried (Na2SO4) and reduced in vacuo to give N-{1-[2-(azidomethyl)-4-chlorophenyl]-2,2-difluo... Starting materials: C1CCC2=NCCCN2CC1 (DBU), ClC=1C=CC(=C(C1)CO)C(C(F)F)NC1=CC=C(C=C1)OC ((5-chloro-2-{2,2-difluoro-1-[(4-methoxyphenyl)amino]ethyl}phenyl)methanol), C=1C=CC(=CC1)P(=O)(C=2C=CC=CC2)N=[N+]=[N-] (DPPA). RXN SMILES: C1CCN2C(=NCCC2)CC1.[Cl:12][C:13]1[CH:14]=[CH:15][C:16]([CH:21]([NH:25][C:26]2[CH:31]=[CH:30][C:29]([O:32][CH3:33])=[CH:28][CH:27]=2)[CH:22]([F:24])[F:23])=[C:17]([CH2:19]O)[CH:18]=1.C1C=CC(P([N:48]=[N+:49]=[N-:50])(C2C=CC=CC=2)=O)=CC=1>C1COCC1>[N:48]([CH2:19][C:17]1[CH:18]=[C:13]([Cl:12])[CH:14]=[CH:15][C:16]=1[CH:21]([NH:25][C:26]1[CH:31]=[CH:30][C:29]([O:32][CH3:33])=[CH:28][CH:27]=1)[CH:22]([F:24])[F:23])=[N+:49]=[N-:50].